This data is from the Open Reaction Database (ORD), a public repository of structured organic reaction records. The task is: describe an organic reaction: reactants, conditions, products, and yield The reactants are C(C(C)C)C=1C=C(C=CC1)N (3-isobutylphenylamine), N(=O)[O-].[Na+] (sodium nitrite), Br (hydrobromic acid), cuprous bromide, Br (hydrobromic acid). Run at temperature 25 celsius, time 1 hour. Yields the product BrC1=CC(=CC=C1)CC(C)C (1-bromo-3-isobutylbenzene). RXN SMILES: [CH2:1]([C:5]1[CH:6]=[C:7](N)[CH:8]=[CH:9][CH:10]=1)[CH:2]([CH3:4])[CH3:3].N([O-])=O.[Na+].[BrH:16]>>[Br:16][C:7]1[CH:8]=[CH:9][CH:10]=[C:5]([CH2:1][CH:2]([CH3:4])[CH3:3])[CH:6]=1 |f:1.2|. Procedure: To a solution of 3-isobutylphenylamine (3.80 g) in 48% hydrobromic acid (10 ml) was added aqueous sodium nitrite (2.11 g, 2 ml) below 10° C. over 20 minutes. The reaction mixture was added to a solution of cuprous bromide (7.3 g) in 48% hydrobromic acid (5 ml) at 25° C. After stirred at 25° C. for 1 hour, the mixture was extracted with hexane two times. The extracts were combined, washed with water and brine, and dried over magnesium sulfate. After evaporation of the solvent, the residue was chr... Starting materials: solution, CNC (dimethylamine), C1(CCCCC1)NC1CCCCC1 (dicyclohexylamine), C(=S)=S (carbon disulfide), C(=O)(O)[O-].[Na+] (NaHCO3), C(=O)([O-])[O-].[Na+].[Na+] (Na2CO3), solution, [O-]Cl.[Na+] (NaOCl). The solvent is C(Cl)(Cl)(Cl)Cl (carbon tetrachloride), O (water), O (water), O (water). Conditions: temperature 10 celsius, time 15 minute. Yields the product CN(C)C(=S)SN(C1CCCCC1)C2CCCCC2 (N,N-dimethylthiocarbamyl-N',N'-dicyclohexylsulfenamide), thick liquid. As a reaction SMILES: [CH3:1][NH:2][CH3:3].[CH:4]1([NH:10][CH:11]2[CH2:16][CH2:15][CH2:14][CH2:13][CH2:12]2)[CH2:9][CH2:8][CH2:7][CH2:6][CH2:5]1.[O-]Cl.[Na+].C([O-])(O)=O.[Na+].C([O-])([O-])=O.[Na+].[Na+].[C:31](=[S:33])=[S:32]>O.C(Cl)(Cl)(Cl)Cl>[CH3:1][N:2]([C:31]([S:33][N:10]([CH:4]1[CH2:5][CH2:6][CH2:7][CH2:8][CH2:9]1)[CH:11]1[CH2:12][CH2:13][CH2:14][CH2:15][CH2:16]1)=[S:32])[CH3:3] |f:2.3,4.5,6.7.8|. Reported procedure: N,N-dimethylthiocarbamyl-N',N'-dicyclohexylsulfenamide was prepared. 100 milliliters of carbon tetrachloride, 39.6 grams of a solution of dimethylamine at 25% by weight in water (0.22 mole) and 36.2 grams (0.2 mole) of dicyclohexylamine were placed in a reactor vessel and the mixture cooled to 10° C. 114 milliliters of a solution of NaOCl at 14% by weight in water (0.23 mole) was added and the mixture stirred for 15 minutes at 10° to 15° C. 200 milliliters of water containing 25 grams of NaHCO3 ... Starting materials: C(C)(C)(C)OC(NC1=C(C=C(C(=C1)COC1OCCCC1)C(F)(F)F)N)=O ([2-amino-5-(tetrahydro-pyran-2-yloxymethyl)-4-trifluoromethyl-phenyl]-carbamic acid tert-butyl ester), C(C)(C)(C)OC(CC(=O)C1=CC(=CC=C1)C1=CC(=NC=C1)C)=O (3-[3-(2-methyl-pyridin-4-yl)-phenyl]-3-oxo-propionic acid tert-butyl ester). Product: C(C)(C)(C)OC(NC1=C(C=C(C(=C1)COC1OCCCC1)C(F)(F)F)NC(CC(=O)C1=CC(=CC=C1)C1=CC(=NC=C1)C)=O)=O ([2-{3-[3-(2-Methyl-pyridin-4-yl)-phenyl]-3-oxo-propionylamino}-5-(tetrahydro-pyran-2-yloxymethyl)-4-trifluoromethyl-phenyl]-carbamic acid tert-butyl ester). Reaction SMILES: [C:1]([O:5][C:6](=[O:27])[NH:7][C:8]1[CH:13]=[C:12]([CH2:14][O:15][CH:16]2[CH2:21][CH2:20][CH2:19][CH2:18][O:17]2)[C:11]([C:22]([F:25])([F:24])[F:23])=[CH:10][C:9]=1[NH2:26])([CH3:4])([CH3:3])[CH3:2].C([O:32][C:33](=O)[CH2:34][C:35]([C:37]1[CH:42]=[CH:41][CH:40]=[C:39]([C:43]2[CH:48]=[CH:47][N:46]=[C:45]([CH3:49])[CH:44]=2)[CH:38]=1)=[O:36])(C)(C)C>>[C:1]([O:5][C:6](=[O:27])[NH:7][C:8]1[CH:13]=[C:12]([CH2:14][O:15][CH:16]2[CH2:21][CH2:20][CH2:19][CH2:18][O:17]2)[C:11]([C:22]([F:24])([F:25])[F:23])=[CH:10][C:9]=1[NH:26][C:33](=[O:32])[CH2:34][C:35]([C:37]1[CH:42]=[CH:41][CH:40]=[C:39]([C:43]2[CH:48]=[CH:47][N:46]=[C:45]([CH3:49])[CH:44]=2)[CH:38]=1)=[O:36])([CH3:4])([CH3:2])[CH3:3]. Procedure: The title compound was prepared from [2-amino-5-(tetrahydro-pyran-2-yloxymethyl)-4-trifluoromethyl-phenyl]-carbamic acid tert-butyl ester (Example J38) (293 mg, 0.75 mmol) and 3-[3-(2-methyl-pyridin-4-yl)-phenyl]-3-oxo-propionic acid tert-butyl ester (Example K12) (234 mg, 0.75 mmol) according to the general procedure M. Obtained as an amorphous yellow substance (168 mg, 36%). The reactants are ClC1=NC=NC(=C1)OCC#CC (4-chloro-6-(2-butynyloxy)pyrimidine), C([O-])([O-])=O.[K+].[K+] (potassium carbonate), OC=1C=C(C=CC1)C(C)=O (3′-hydroxyacetophenone), [Cl-].[NH4+] (ammonium chloride). The solvent is CN(C=O)C (N,N-dimethylformamide). Conditions: temperature 60 celsius, time 7 hour. Yields the product C(C#CC)OC1=NC=NC(=C1)OC1=CC(=CC=C1)C(C)=O (4-(2-butynyloxy)-6-(3-acetylphenoxy)pyrimidine). Isolated yield 80.9%. Reaction SMILES: Cl[C:2]1[CH:7]=[C:6]([O:8][CH2:9][C:10]#[C:11][CH3:12])[N:5]=[CH:4][N:3]=1.C(=O)([O-])[O-].[K+].[K+].[OH:19][C:20]1[CH:21]=[C:22]([C:26](=[O:28])[CH3:27])[CH:23]=[CH:24][CH:25]=1.[Cl-].[NH4+]>CN(C)C=O>[CH2:9]([O:8][C:6]1[CH:7]=[C:2]([O:19][C:20]2[CH:25]=[CH:24][CH:23]=[C:22]([C:26](=[O:28])[CH3:27])[CH:21]=2)[N:3]=[CH:4][N:5]=1)[C:10]#[C:11][CH3:12] |f:1.2.3,5.6|. Procedure details: To 2 ml of N,N-dimethylformamide were added 0.2 g of 4-chloro-6-(2-butynyloxy)pyrimidine, 0.23 g of potassium carbonate, and 0.18 g of 3′-hydroxyacetophenone, followed by stirring at 60° C. for 7 hours. The reaction mixture was then left for cooling to room temperature and poured into a saturated aqueous ammonium chloride solution, which was extracted three times with chloroform. The chloroform layers were combined, washed with diluted hydrochloric acid and then with water, and dried over anhydr... Reactants: COCC1Cc2c(OCc3ccccc3)cc(C(=O)Nc3ccn(C)n3)cc2O1, CCOC(C)=O. Yields the product COCC1Cc2c(O)cc(C(=O)Nc3ccn(C)n3)cc2O1. As a reaction SMILES: [CH3:1][n:2]1[n:3][c:4]([NH:7][C:8](=[O:9])[c:10]2[cH:11][c:12]3[c:13]([c:20]([O:22][CH2:23][c:24]4[cH:25][cH:26][cH:27][cH:28][cH:29]4)[cH:21]2)[CH2:14][CH:15]([CH2:17][O:18][CH3:19])[O:16]3)[cH:5][cH:6]1.[CH3:30][CH2:31][O:32][C:33]([CH3:34])=[O:35]>>[CH3:1][n:2]1[n:3][c:4]([NH:7][C:8](=[O:9])[c:10]2[cH:11][c:12]3[c:13]([c:20]([OH:22])[cH:21]2)[CH2:14][CH:15]([CH2:17][O:18][CH3:19])[O:16]3)[cH:5][cH:6]1.